Dataset: the Open Reaction Database (ORD), a public repository of structured organic reaction records. Task: describe an organic reaction: reactants, conditions, products, and yield The reactants are C(C)OC(=O)C=1N=NC=2CCCCC2C1Cl (4-Chloro-5,6,7,8-tetrahydrocinnoline-3-carboxylic acid ethyl ester), Cl.FC1=CC=C(C=C1)NN (4-fluorophenylhydrazine hydrochloride), base. Run in C=1(C(=CC=CC1)C)C (xylene). The product is FC1=CC=C(C=C1)N1N=C2C(=NNC=3CCCCC23)C1=O (2-(4-Fluorophenyl)-2,5,6,7,8,9-hexahydropyrazolo[4,3-c]cinnolin-3-one). The yield is 23.0%. Reaction SMILES: C(O[C:4]([C:6]1[N:7]=[N:8][C:9]2[CH2:10][CH2:11][CH2:12][CH2:13][C:14]=2[C:15]=1Cl)=[O:5])C.Cl.[F:18][C:19]1[CH:24]=[CH:23][C:22]([NH:25][NH2:26])=[CH:21][CH:20]=1>C1(C)C(C)=CC=CC=1>[F:18][C:19]1[CH:24]=[CH:23][C:22]([N:25]2[C:4](=[O:5])[C:6]3=[N:7][NH:8][C:9]4[CH2:10][CH2:11][CH2:12][CH2:13][C:14]=4[C:15]3=[N:26]2)=[CH:21][CH:20]=1 |f:1.2|. Procedure details: 4-Chloro-5,6,7,8-tetrahydrocinnoline-3-carboxylic acid ethyl ester (0.5 g), 4-fluorophenylhydrazine hydrochloride (0.34 g) and H{umlaut over (u)}inig's base (0.73 ml) in xylene under nitrogen were heated under reflux for 2 h. The solid was collected by filtration, washed with diethyl ether, water and diethyl ether. The residue was recrystallised from ethanol to give the title compound (136 mg, 13%). δH (360 MHz; DMSO-d6) 1.83 (4H, m, CH2), 2.67 (2H, t, J=5.3 Hz, CH2), 2.72 (2H, t, J=5.3 Hz, CH2)...